From a dataset of the Open Reaction Database (ORD), a public repository of structured organic reaction records. describe an organic reaction: reactants, conditions, products, and yield The reactants are CO, [H][H], N#Cc1cccc([N+](=O)[O-])c1NCCO. Yields the product N#Cc1cccc(N)c1NCCO. Reaction SMILES: [CH3:18][OH:19].[H:16][H:17].[OH:1][CH2:2][CH2:3][NH:4][c:5]1[c:6]([C:7]#[N:8])[cH:9][cH:10][cH:11][c:12]1[N+:13]([O-:14])=[O:15]>>[OH:1][CH2:2][CH2:3][NH:4][c:5]1[c:6]([C:7]#[N:8])[cH:9][cH:10][cH:11][c:12]1[NH2:13]. The reactants are [Br-], C1CCOC1, CC(C)[Mg+], Ic1ccc2ncnn2c1, CN(C)C=O, O. The product is O=Cc1ccc2ncnn2c1. As a reaction SMILES: [Br-:11].[CH2:22]1[O:23][CH2:24][CH2:25][CH2:26]1.[CH:12]([Mg+:13])([CH3:14])[CH3:15].[I:1][c:2]1[cH:3][cH:4][c:5]2[n:6]([cH:7]1)[n:8][cH:9][n:10]2.[O:16]=[CH:17][N:18]([CH3:19])[CH3:20].[OH2:21]>>[c:2]1([CH:17]=[O:16])[cH:3][cH:4][c:5]2[n:6]([cH:7]1)[n:8][cH:9][n:10]2. The reactants are O=C([O-])[O-], CCOC(C)n1cc(I)cn1, C=Cc1ccc(C#N)cc1, [K+], [K+]. The product is CCOC(C)n1cc(C=Cc2ccc(C#N)cc2)cn1. Reaction SMILES: [C:22](=[O:23])([O-:24])[O-:25].[CH2:1]([CH3:2])[O:3][CH:4]([CH3:5])[n:6]1[n:7][cH:8][c:9]([I:11])[cH:10]1.[CH:12](=[CH2:13])[c:14]1[cH:15][cH:16][c:17]([C:18]#[N:19])[cH:20][cH:21]1.[K+:26].[K+:27]>>[CH2:1]([CH3:2])[O:3][CH:4]([CH3:5])[n:6]1[n:7][cH:8][c:9]([CH:13]=[CH:12][c:14]2[cH:15][cH:16][c:17]([C:18]#[N:19])[cH:20][cH:21]2)[cH:10]1. The reactants are C(Cl)(Cl)Cl (chloroform), ( R ), C(C1=CC=CC=C1)OC=1C=C2CCC(=CC2=CC1)C(=O)OC(CCCC)C(F)(F)F (1-trifluoromethylpentyl 6-benzyloxy-3,4-dihydro-2-naphthalenecarboxylate), I[Si](C)(C)C (iodotrimethylsilane). Solvent: CO (methanol). Product: OC=1C=C2CCC(=CC2=CC1)C(=O)O[C@H](CCCC)C(F)(F)F ((R)1-trifluoromethylpentyl 6-hydroxy-3,4-dihydro-2-naphthalenecarboxylate). The yield is 61.0%. Reaction SMILES: C(Cl)(Cl)Cl.C([O:12][C:13]1[CH:14]=[C:15]2[C:20](=[CH:21][CH:22]=1)[CH:19]=[C:18]([C:23]([O:25][CH:26]([C:31]([F:34])([F:33])[F:32])[CH2:27][CH2:28][CH2:29][CH3:30])=[O:24])[CH2:17][CH2:16]2)C1C=CC=CC=1.I[Si](C)(C)C>CO>[OH:12][C:13]1[CH:14]=[C:15]2[C:20](=[CH:21][CH:22]=1)[CH:19]=[C:18]([C:23]([O:25][C@@H:26]([C:31]([F:32])([F:33])[F:34])[CH2:27][CH2:28][CH2:29][CH3:30])=[O:24])[CH2:17][CH2:16]2. Procedure: To 10 ml of a chloroform solution of 0.23 g (0.5 mmol) of the (R) 1-trifluoromethylpentyl 6-benzyloxy-3,4-dihydro-2-naphthalenecarboxylate obtained in the third step was added 0.1 ml (0.7 mmol) of iodotrimethylsilane in a nitrogen atmosphere with stirring, and the mixture was reacted at room temperature for two and a half hours with stirring. Then, 10 ml of methanol was added, and the mixture was rapidly concentrated at room temperature under reduced pressure. The concentrate was separated by co... Reactants: aqueous solution, [OH-].[Na+] (sodium hydroxide), C(C)(=O)OCC=1C(=C(C(=O)OC)C=CC1S(=O)(=O)C)Cl (methyl 3-acetoxymethyl-2-chloro-4-methanesulfonylbenzoate), CO (methanol). The solvent is O (water). Run at time 30 minute. Yields the product ClC1=C(C(=O)O)C=CC(=C1CO)S(=O)(=O)C (2-chloro-3-hydroxymethyl-4-methanesulfonylbenzoic acid). Isolated yield 40.4%. Reaction SMILES: [OH-].[Na+].C([O:6][CH2:7][C:8]1[C:9]([Cl:22])=[C:10]([CH:15]=[CH:16][C:17]=1[S:18]([CH3:21])(=[O:20])=[O:19])[C:11]([O:13]C)=[O:12])(=O)C.CO>O>[Cl:22][C:9]1[C:8]([CH2:7][OH:6])=[C:17]([S:18]([CH3:21])(=[O:20])=[O:19])[CH:16]=[CH:15][C:10]=1[C:11]([OH:13])=[O:12] |f:0.1|. Reported procedure: 6 ml of an aqueous solution containing 1.3 g of sodium hydroxide (93%), was added to 3.9 g of methyl 3-acetoxymethyl-2-chloro-4-methanesulfonylbenzoate and 100 ml of methanol. The mixture was stirred for 30 minutes at room temperature. 50 ml of water was added thereto, and methanol was distilled off under reduced pressure. Then, the reaction mixture was acidified with hydrochloric acid and extracted with chloroform. The extract was concentrated to dryness to obtain 1.3 g of the desired product. ... Reactants: S(=O)(Cl)Cl (thionyl chloride), CNC([C@@H](NC(C1=C(C(=C(C(=C1I)N)I)C(=O)O)I)=O)CC1=CC=CC=C1)=O (N-(3-carboxy-5-amino-2,4,6-triiodobenzoyl)-L-phenylalanine methylamide), COCC(=O)O (methoxyacetic acid), CNC(CNC(C1=C(C(=C(C(=C1I)N)I)C(=O)O)I)=O)=O (N-(3-carboxy-5-amino-2,4,6-triiodobenzoyl)-glycine methylamide). Solvent: CC(=O)N(C)C (dimethylacetamide), CC(=O)N(C)C (dimethylacetamide). Run at temperature 0 celsius, time 2 hour. Product: CNC(CNC(C1=C(C(=C(C(=C1I)NC(COC)=O)I)C(=O)O)I)=O)=O (N-(3-Carboxy-5-methoxyacetamido-2,4,6-triiodobenzoyl)-glycine Methylamide). Reaction SMILES: S(Cl)(Cl)=O.[CH3:5][O:6][CH2:7][C:8]([OH:10])=O.[CH3:11][NH:12][C:13](=[O:31])[CH2:14][NH:15][C:16](=[O:30])[C:17]1[C:22]([I:23])=[C:21]([NH2:24])[C:20]([I:25])=[C:19]([C:26]([OH:28])=[O:27])[C:18]=1[I:29].CNC(=O)[C@H](CC1C=CC=CC=1)NC(=O)C1C(I)=C(N)C(I)=C(C(O)=O)C=1I>CC(N(C)C)=O>[CH3:11][NH:12][C:13](=[O:31])[CH2:14][NH:15][C:16](=[O:30])[C:17]1[C:22]([I:23])=[C:21]([NH:24][C:8](=[O:10])[CH2:7][O:6][CH3:5])[C:20]([I:25])=[C:19]([C:26]([OH:28])=[O:27])[C:18]=1[I:29]. Procedure: At maximally 10° C., 29.0 ml. of thionyl chloride is added dropwise under agitation to 28.2 ml. of methoxyacetic acid in 100 ml. of dimethylacetamide within 40 minutes. After, at 0° C., the reaction mixture has been agitated for another 2 hours, 63.0 g. (0.1 mole) of N-(3-carboxy-5-amino-2,4,6-triiodobenzoyl)-glycine methylamide (IV a), m.p. 252°-253° C. (decomposition), in 100 ml. of dimethylacetamide is added dropwise under agitation to the reaction mixture at maximally 8° C. during the course... Reactants: ClC=1C=C(C=CC1C#N)N1N=C2C3=C(CCC2C1C1CCCC1)C=C(C=C3)C(=O)O ((±)-(3SR,3aRS)-2-(3-chloro-4-cyanophenyl)-3-cyclopentyl-3,3a,4,5-tetrahydro-2H-benzo[g]indazole-7-carboxylic acid), CCC(CC)O (pentan-3-ol). Product: ClC=1C=C(C=CC1C#N)N1N=C2C3=C(CCC2C1C1CCCC1)C=C(C=C3)C(=O)OC(CC)CC ((±)-(3SR,3aRS)-pentan-3-yl 2-(3-chloro-4-cyanophenyl)-3-cyclopentyl-3,3a,4,5-tetrahydro-2H-benzo[g]indazole-7-carboxylate). Reaction SMILES: [Cl:1][C:2]1[CH:3]=[C:4]([N:10]2[CH:18]([CH:19]3[CH2:23][CH2:22][CH2:21][CH2:20]3)[CH:17]3[C:12]([C:13]4[CH:27]=[CH:26][C:25]([C:28]([OH:30])=[O:29])=[CH:24][C:14]=4[CH2:15][CH2:16]3)=[N:11]2)[CH:5]=[CH:6][C:7]=1[C:8]#[N:9].[CH3:31][CH2:32][CH:33](O)[CH2:34][CH3:35]>>[Cl:1][C:2]1[CH:3]=[C:4]([N:10]2[CH:18]([CH:19]3[CH2:20][CH2:21][CH2:22][CH2:23]3)[CH:17]3[C:12]([C:13]4[CH:27]=[CH:26][C:25]([C:28]([O:30][CH:33]([CH2:34][CH3:35])[CH2:32][CH3:31])=[O:29])=[CH:24][C:14]=4[CH2:15][CH2:16]3)=[N:11]2)[CH:5]=[CH:6][C:7]=1[C:8]#[N:9]. Procedure: The title compound was prepared from (±)-(3SR,3aRS)-2-(3-chloro-4-cyanophenyl)-3-cyclopentyl-3,3a,4,5-tetrahydro-2H-benzo[g]indazole-7-carboxylic acid, Example 15 and pentan-3-ol according to Method E. 1H NMR (400 MHz, CDCl3) δ ppm 0.97 (t, J=7.38 Hz, 6H), 1.18-1.63 (m, 7H), 1.64-1.81 (m, 4H), 1.96 (ddd, J=26.11, 12.96, 4.16 Hz, 1H), 2.06-2.18 (m, 1H), 2.23-2.40 (m, 1H), 2.83-3.01 (m, 1H), 3.07-3.18 (m, 1H), 3.49 (ddd, J=13.76, 9.33, 4.83 Hz, 1H), 4.64 (dd, J=9.67, 5.37 Hz, 1H), 5.04 (dt, J=12.3... Starting materials: BrCC(=O)C1=CC=C(NS(=O)(=O)C)C=C1 (4'-(2-Bromoacetyl)methanesulfonanilide), FC(C(=O)O)(F)F (trifluoroacetic acid), C(C)[SiH](CC)CC (triethylsilane), BrCC(=O)C1=CC=C(NS(=O)(=O)C)C=C1 (4'-(2-bromoacetyl)methanesulfonanilide). Yields the product BrCCC1=CC=C(C=C1)NS(=O)(=O)C (N-[4-(2-Bromoethyl)phenyl]methanesulfonamide). Reaction SMILES: [Br:1][CH2:2][C:3]([C:5]1[CH:15]=[CH:14][C:8]([NH:9][S:10]([CH3:13])(=[O:12])=[O:11])=[CH:7][CH:6]=1)=O.FC(F)(F)C(O)=O.C([SiH](CC)CC)C>>[Br:1][CH2:2][CH2:3][C:5]1[CH:6]=[CH:7][C:8]([NH:9][S:10]([CH3:13])(=[O:12])=[O:11])=[CH:14][CH:15]=1. Procedure: According to the method of Doyle and coworkers in C. T. West, et al., J. Org. Chem. 38, 2675 (1973), a stirred mixture of 4'-(2-bromoacetyl)methanesulfonanilide as prepared in Preparation 4 (6.0 g, 0.021 mol), trifluoroacetic acid (32.7 g, 0.287 mol) and triethylsilane (10.5 g, 0.0902 mol), under N2, is refluxed for 2.5 days and concentrated in vacuo. The residue is mixed with toluene, concentrated, dissolved in 1N NaOH and washed with Et2O. The aqueous layer is acidified with HCl to pH 2 and ex... Reactants: C(C)(=O)OCC (ethyl acetate), COC(C1=C(C=C(C=C1)Br)CBr)=O (4-bromo-2-bromomethyl-benzoic acid methyl ester), C(C1=CC=CC=C1)N (benzylamine), C(=O)([O-])[O-].[K+].[K+] (K2CO3). Solvent: C1(=CC=CC=C1)C (toluene), CCCCCC (hexane). Conditions: temperature 100 celsius, time 2 hour. The product is C(C1=CC=CC=C1)N1C(C2=CC=C(C=C2C1)Br)=O (2-benzyl-5-bromo-2,3-dihydro-isoindol-1-one). Isolated yield 49.6%. RXN SMILES: CO[C:3](=[O:13])[C:4]1[CH:9]=[CH:8][C:7]([Br:10])=[CH:6][C:5]=1[CH2:11]Br.[CH2:14]([NH2:21])[C:15]1[CH:20]=[CH:19][CH:18]=[CH:17][CH:16]=1.C([O-])([O-])=O.[K+].[K+].C(OCC)(=O)C>C1(C)C=CC=CC=1.CCCCCC>[CH2:14]([N:21]1[CH2:11][C:5]2[C:4](=[CH:9][CH:8]=[C:7]([Br:10])[CH:6]=2)[C:3]1=[O:13])[C:15]1[CH:20]=[CH:19][CH:18]=[CH:17][CH:16]=1 |f:2.3.4|. Procedure details: A mixture of 4-bromo-2-bromomethyl-benzoic acid methyl ester (0.308 g, 1.0 mmol), benzylamine (0.218 mL, 2.0 mmol), and K2CO3 (0.553 g, 4.0 mmol) in toluene (6 mL) was heated with stirring at 100° C. for 2 h. Workup and silica gel column chromatography using 30% ethyl acetate in hexane afforded 2-benzyl-5-bromo-2,3-dihydro-isoindol-1-one (0.150 g, 50%). 1H NMR (300 MHz, CDCl3): δ (ppm) 4.22 (s, 2H), 4.76 (s, 2H), 7.21-7.38 (m, 5H), 7.52 (s, 1H), 7.61 (d, 1H), 7.76 (d, 1H). GC-MS: m/z 302 (M)+, 2...